From a dataset of the Open Reaction Database (ORD), a public repository of structured organic reaction records. describe an organic reaction: reactants, conditions, products, and yield The reactants are C(C)(C)(C)OC(=O)N1CC(C1)NC=1C=C2N3[C@@H](C(NN=C3COC2=CC1C)=O)C (3-(4(R),7-dimethyl-3-oxo-2,3,4,10-tetrahydro-9-oxa-1,2,4a-triaza-phenanthren-6-ylamino)-azetidine-1-carboxylic acid tert-butyl ester), C(Cl)Cl (DCM), C(=O)(C(F)(F)F)O (TFA). The product is FC(C(=O)O)(F)F.N1CC(C1)NC=1C=C2N3[C@@H](C(NN=C3COC2=CC1C)=O)C (6-(azetidin-3-ylamino)-4(R),7-dimethyl-2,10-dihydro-9-oxa-1,2,4a-triaza-phenanthren-3-one trifluoroacetic acid). Yield: 93.0%. As a reaction SMILES: C(OC([N:8]1[CH2:11][CH:10]([NH:12][C:13]2[CH:14]=[C:15]3[C:24](=[CH:25][C:26]=2[CH3:27])[O:23][CH2:22][C:21]2[N:16]3[C@H:17]([CH3:29])[C:18](=[O:28])[NH:19][N:20]=2)[CH2:9]1)=O)(C)(C)C.C(Cl)Cl.[C:33]([OH:39])([C:35]([F:38])([F:37])[F:36])=[O:34]>>[F:36][C:35]([F:38])([F:37])[C:33]([OH:39])=[O:34].[NH:8]1[CH2:9][CH:10]([NH:12][C:13]2[CH:14]=[C:15]3[C:24](=[CH:25][C:26]=2[CH3:27])[O:23][CH2:22][C:21]2[N:16]3[C@H:17]([CH3:29])[C:18](=[O:28])[NH:19][N:20]=2)[CH2:11]1 |f:3.4|. Reported procedure: A solution of 3-(4(R),7-dimethyl-3-oxo-2,3,4,10-tetrahydro-9-oxa-1,2,4a-triaza-phenanthren-6-ylamino)-azetidine-1-carboxylic acid tert-butyl ester ((Enantiomer 1, SFC (Table 1, Method 8), Rt=3.090 min, 0.250 g, 0.62 mmol) in TFA (4 mL) and DCM (24 mL) was stirred at 25° C. for 3 h. The solvent was removed in vacuo to give 6-(azetidin-3-ylamino)-4(R),7-dimethyl-2,10-dihydro-9-oxa-1,2,4a-triaza-phenanthren-3-one trifluoroacetic acid (Example #54-1, Enantiomer 1, SFC (Table 1, Method 9), Rt=4.110 m... Reactants: C1(CCC(CC1)=O)C1=CC2=C(NC(O2)=O)C=C1 (6-(4-cyclohexanonyl)benzoxazolin-2-one), FC1=C(C=CC(=C1)F)CCCN (3-(2,4-difluorophenyl)-1-propylamine). The product is FC1=C(C=CC(=C1)F)CCCN[C@@H]1CC[C@H](CC1)C1=CC2=C(NC(O2)=O)C=C1 (6-{trans-4-[3-(2,4-Difluorophenyl)propylamino]cyclohexyl}-3H-benzoxazol-2-one). RXN SMILES: [CH:1]1([C:8]2[CH:17]=[CH:16][C:11]3[NH:12][C:13](=[O:15])[O:14][C:10]=3[CH:9]=2)[CH2:6][CH2:5][C:4](=O)[CH2:3][CH2:2]1.[F:18][C:19]1[CH:24]=[C:23]([F:25])[CH:22]=[CH:21][C:20]=1[CH2:26][CH2:27][CH2:28][NH2:29]>>[F:18][C:19]1[CH:24]=[C:23]([F:25])[CH:22]=[CH:21][C:20]=1[CH2:26][CH2:27][CH2:28][NH:29][C@H:4]1[CH2:5][CH2:6][C@H:1]([C:8]2[CH:17]=[CH:16][C:11]3[NH:12][C:13](=[O:15])[O:14][C:10]=3[CH:9]=2)[CH2:2][CH2:3]1. Procedure: Coupling of ketone 5 and 3-(2,4-difluorophenyl)-1-propylamine, using the method given in Example 1, gave (a) 6-{trans-4-[3-(2,4-difluorophenyl)-propylamino]-cyclohexyl}-3H-benzoxazol-2-one and (0.75 g, 37%), isolated as the HCl salt: 1H NMR (500 MHz, DMSO-d6): δ 11.49 (s, 1H), 8.84 (br s, 2H), 7.40 (ddd, J=9, 9, 7 Hz, 1H), 7.22-7.18 (m, 2H), 7.05 (ddd, J=8, 8, 2 Hz, 1H), 7.01 (dd, J=8, 1 Hz, 1H), 6.99 (d, J=8 Hz, 1H), 3.11-3.02 (m, 1H), 2.98-2.92 (m, 2H), 2.70 (t, J=8 Hz, 2H), 2.56-2.49 (m, 1H),... The reactants are COC1=CC=C(OC=2C=C3C=NNC3=CC2)C=C1 (5-(4-methoxy-phenoxy)-1H-indazole), O=O (oxygen), N1=CC(=CC=C1)B(O)O (3-pyridylboronic acid), N1=CC=CC=C1 (pyridine), 4A. Reagents/catalysts: C(C)(=O)[O-].[Cu+2].C(C)(=O)[O-] (copper (II) acetate). Solvent: CS(=O)C (dimethyl sulfoxide), O (water). Conditions: time 14 day. Yields the product COC1=CC=C(OC=2C=C3C=NN(C3=CC2)C=2C=NC=CC2)C=C1 (5-(4-Methoxy-phenoxy)-1-pyridin-3-yl-1H-indazole), COC1=CC=C(OC2=CC3=CN(N=C3C=C2)C=2C=NC=CC2)C=C1 (5-(4-Methoxy-phenoxy)-2-pyridin-3-yl-2H-indazole). RXN SMILES: [CH3:1][O:2][C:3]1[CH:18]=[CH:17][C:6]([O:7][C:8]2[CH:9]=[C:10]3[C:14](=[CH:15][CH:16]=2)[NH:13][N:12]=[CH:11]3)=[CH:5][CH:4]=1.O=O.[N:21]1[CH:26]=[CH:25][CH:24]=[C:23](B(O)O)[CH:22]=1.[N:30]1[CH:35]=[CH:34][CH:33]=[CH:32][CH:31]=1>O.C([O-])(=O)C.[Cu+2].C([O-])(=O)C.CS(C)=O>[CH3:1][O:2][C:3]1[CH:18]=[CH:17][C:6]([O:7][C:8]2[CH:9]=[C:10]3[C:14](=[CH:15][CH:16]=2)[N:13]([C:23]2[CH:22]=[N:21][CH:26]=[CH:25][CH:24]=2)[N:12]=[CH:11]3)=[CH:5][CH:4]=1.[CH3:1][O:2][C:3]1[CH:18]=[CH:17][C:6]([O:7][C:8]2[CH:16]=[CH:15][C:14]3[C:10](=[CH:11][N:12]([C:32]4[CH:31]=[N:30][CH:35]=[CH:34][CH:33]=4)[N:13]=3)[CH:9]=2)=[CH:5][CH:4]=1 |f:5.6.7|. Procedure: A mixture of 5-(4-methoxy-phenoxy)-1H-indazole (0.20 grams, 0.83 mmol) and 1.7 mL of anhydrous dimethyl sulfoxide (previously saturated with oxygen) was treated with 3-pyridylboronic acid (0.25 grams, 1.7 mmol), copper (II) acetate (0.23 grams, 1.2 mmol), pyridine (0.34 mL, 0.33 grams, 4.2 mmol) and 4A molecular sieves (0.17 grams). After stirring for 14 days under an oxygen atmosphere, the mixture was diluted with water, extracted 3 times with ethyl acetate, and the combined organic layers were...